Dataset: the Open Reaction Database (ORD), a public repository of structured organic reaction records. Task: describe an organic reaction: reactants, conditions, products, and yield Starting materials: ClC1=NC(=C2N=CN(C2=N1)C(C)C)NCC1=CC=C(C=C1)OC (2-chloro-6-(4-methoxybenzylamino)-9-isopropylpurine), COC1=C(C=CC(=C1)OC)B(O)O (2,4-dimethoxyphenylboronic acid), ligand 1, C(=O)([O-])[O-].[Cs+].[Cs+] (Cs2CO3). Reagents/catalysts: C=1C=CC(=CC1)/C=C/C(=O)/C=C/C2=CC=CC=C2.C=1C=CC(=CC1)/C=C/C(=O)/C=C/C2=CC=CC=C2.C=1C=CC(=CC1)/C=C/C(=O)/C=C/C2=CC=CC=C2.[Pd].[Pd] (Pd2(dba)3). Reaction conditions: temperature 80 celsius, time 8 hour. Product: COC1=C(C=CC(=C1)OC)C1=NC(=C2N=CN(C2=N1)C(C)C)NCC1=CC=C(C=C1)OC (2-(2,4-dimethoxyphenyl)-6-(4-methoxybenzylamino)-9-isopropylpurine). The yield is 95.5%. RXN SMILES: Cl[C:2]1[N:10]=[C:9]2[C:5]([N:6]=[CH:7][N:8]2[CH:11]([CH3:13])[CH3:12])=[C:4]([NH:14][CH2:15][C:16]2[CH:21]=[CH:20][C:19]([O:22][CH3:23])=[CH:18][CH:17]=2)[N:3]=1.[CH3:24][O:25][C:26]1[CH:31]=[C:30]([O:32][CH3:33])[CH:29]=[CH:28][C:27]=1B(O)O.C([O-])([O-])=O.[Cs+].[Cs+]>C1C=CC(/C=C/C(/C=C/C2C=CC=CC=2)=O)=CC=1.C1C=CC(/C=C/C(/C=C/C2C=CC=CC=2)=O)=CC=1.C1C=CC(/C=C/C(/C=C/C2C=CC=CC=2)=O)=CC=1.[Pd].[Pd]>[CH3:24][O:25][C:26]1[CH:31]=[C:30]([O:32][CH3:33])[CH:29]=[CH:28][C:27]=1[C:2]1[N:10]=[C:9]2[C:5]([N:6]=[CH:7][N:8]2[CH:11]([CH3:13])[CH3:12])=[C:4]([NH:14][CH2:15][C:16]2[CH:21]=[CH:20][C:19]([O:22][CH3:23])=[CH:18][CH:17]=2)[N:3]=1 |f:2.3.4,5.6.7.8.9|. Procedure details: Boronic Acid coupling reactions: A 10 mL flame-dried Schlenk flask equipped with a magnetic stir bar was charged with 2-chloro-6-(4-methoxybenzylamino)-9-isopropylpurine (0.193 g, 0.5 mmol, 1.0 equiv), 2,4-dimethoxyphenylboronic acid (0.136 g, 0.75 mmol, 1.5 equiv), Pd2(dba)3 (0.0069 g, 0.0075 mmol, 0.015 equiv.), ligand 1 (0.0051 g, 0.015 mmol, 0.03 equiv.) and Cs2CO3 (0.326 g, 1.0 mmol, 2.0 equiv.). The Schlenk flask was evacuated and backfilled with argon and charged with anhydrous 1,4-dioxan... Starting materials: COC1=CC=C(C=C1)C=CC1=CC=CC=C1 (4-methoxystilbene), COC1=CC=C(C=O)C=C1 (4-methoxybenzaldehyde), P(OC(C1=CC=CC=C1)(CC)CC)([O-])=O (diethylbenzyl phosphonate). Product: OC1=CC=C(C=C1)C=CC1=CC=CC=C1 (4-hydroxystilbene), crystals. RXN SMILES: C[O:2][C:3]1[CH:8]=[CH:7][C:6]([CH:9]=[CH:10][C:11]2[CH:16]=[CH:15][CH:14]=[CH:13][CH:12]=2)=[CH:5][CH:4]=1.COC1C=CC(C=O)=CC=1.P(=O)([O-])OC(CC)(CC)C1C=CC=CC=1>>[OH:2][C:3]1[CH:4]=[CH:5][C:6]([CH:9]=[CH:10][C:11]2[CH:12]=[CH:13][CH:14]=[CH:15][CH:16]=2)=[CH:7][CH:8]=1. Procedure: In a similar manner, 4-methoxystilbene is synthesized from 4-methoxybenzaldehyde and diethylbenzyl phosphonate, and demethylated to obtain 4-hydroxystilbene (sample No. 13) as white needle crystals (melting point: 185°-186° C.). Reactants: CCC(C(=O)[O-])C1CCc2cc(OCCCN(C)c3nc(Cl)ncc3-c3ccc(OC)cc3)ccc21, C1CCOC1, CCO, [Li+], [OH-], O, O. Product: COc1ccc(-c2cnc(Cl)nc2N(C)CCCOc2ccc3c(c2)CCC3CC(=O)O)cc1. Reaction SMILES: [CH2:1]([CH3:2])[CH:3]([C:4](=[O:5])[O-:6])[CH:7]1[CH2:8][CH2:9][c:10]2[cH:11][c:12]([O:16][CH2:17][CH2:18][CH2:19][N:20]([CH3:21])[c:22]3[n:23][c:24]([Cl:36])[n:25][cH:26][c:27]3-[c:28]3[cH:29][cH:30][c:31]([O:34][CH3:35])[cH:32][cH:33]3)[cH:13][cH:14][c:15]21.[CH2:44]1[O:45][CH2:46][CH2:47][CH2:48]1.[CH3:37][CH2:38][OH:39].[Li+:42].[OH-:41].[OH2:40].[OH2:43]>>[CH2:3]([C:4](=[O:5])[OH:6])[CH:7]1[CH2:8][CH2:9][c:10]2[cH:11][c:12]([O:16][CH2:17][CH2:18][CH2:19][N:20]([CH3:21])[c:22]3[n:23][c:24]([Cl:36])[n:25][cH:26][c:27]3-[c:28]3[cH:29][cH:30][c:31]([O:34][CH3:35])[cH:32][cH:33]3)[cH:13][cH:14][c:15]21. Reactants: BrCc1ccccc1, CC(C)(C)OC(=O)C=CC1C(C(=O)O)C1(C)C, [H-], [Na+], [Na+], C1CCOC1, O=P([O-])(O)O. Product: CC(C)(C)OC(=O)C=CC1C(C(=O)OCc2ccccc2)C1(C)C. As a reaction SMILES: [Br:20][CH2:21][c:22]1[cH:23][cH:24][cH:25][cH:26][cH:27]1.[CH3:1][C:2]1([CH3:17])[CH:3]([C:14](=[O:15])[OH:16])[CH:4]1[CH:5]=[CH:6][C:7]([O:8][C:9]([CH3:10])([CH3:11])[CH3:12])=[O:13].[H-:18].[Na+:19].[Na+:33].[O:34]1[CH2:35][CH2:36][CH2:37][CH2:38]1.[P:28]([OH:29])([OH:30])([O-:31])=[O:32]>>[CH3:1][C:2]1([CH3:17])[CH:3]([C:14](=[O:15])[O:16][CH2:21][c:22]2[cH:23][cH:24][cH:25][cH:26][cH:27]2)[CH:4]1[CH:5]=[CH:6][C:7]([O:8][C:9]([CH3:10])([CH3:11])[CH3:12])=[O:13]. The reactants are ClC=1C=CC2=C(C(=NCC(=N2)NN)C2=C(C=CC=C2)Cl)C1 (7-chloro-2-hydrazino-5-(o-chlorophenyl)-3H-1,4-benzodiazepine), ClCC(CCCCl)=O (1,5-dichloro-2-pentanone). The solvent is O1CCCC1 (tetrahydrofuran). Yields the product ClC=1C=CC2=C(C(=NCC(=N2)NN=C(CCl)CCCCl)C2=C(C=CC=C2)Cl)C1 (7-chloro-2-[[2-chloro-1-(3-chloropropyl)ethylidene]hydrazino]-5-(o-chlorophenyl)-3H-1,4-benzodiazepine). RXN SMILES: [Cl:1][C:2]1[CH:3]=[CH:4][C:5]2[N:11]=[C:10]([NH:12][NH2:13])[CH2:9][N:8]=[C:7]([C:14]3[CH:19]=[CH:18][CH:17]=[CH:16][C:15]=3[Cl:20])[C:6]=2[CH:21]=1.[Cl:22][CH2:23][C:24](=O)[CH2:25][CH2:26][CH2:27][Cl:28]>O1CCCC1>[Cl:1][C:2]1[CH:3]=[CH:4][C:5]2[N:11]=[C:10]([NH:12][N:13]=[C:24]([CH2:25][CH2:26][CH2:27][Cl:28])[CH2:23][Cl:22])[CH2:9][N:8]=[C:7]([C:14]3[CH:19]=[CH:18][CH:17]=[CH:16][C:15]=3[Cl:20])[C:6]=2[CH:21]=1. Procedure: In the manner given in Example 1, 7-chloro-2-hydrazino-5-(o-chlorophenyl)-3H-1,4-benzodiazepine in tetrahydrofuran can be treated with 1,5-dichloro-2-pentanone under nitrogen to give 7-chloro-2-[[2-chloro-1-(3-chloropropyl)ethylidene]hydrazino]-5-(o-chlorophenyl)-3H-1,4-benzodiazepine. The reactants are ClC=1C=CC=C2C=CN=CC12 (8-chloroisoquinoline), BrBr (bromine), Cl (HCl). Run at temperature 80 celsius, time 2 hour. Yields the product BrC1=CN=CC2=C(C=CC=C12)Cl (4-Bromo-8-Chloroisoquinoline). Solvent: [N+](=O)([O-])C1=CC=CC=C1 (nitrobenzene), CCOCC (Et2O), CCOCC (Et2O), hexanes. Procedure details: To a solution of 8-chloroisoquinoline (1.0 g, 6.1 mmol) in nitrobenzene (20 mL) at 180° C. was added bromine (0.35 mL, 6.7 mmol) over 10 min. Heating and stirring were continued for 2 hours. The mixture was allowed to cool to about 80° C., then 2M HCl in Et2O (5 mL) was added, followed by Et2O (5 mL) and hexanes (60 mL). The resulting slurry was filtered, washed with hexane and dried. The collected solid was dissolved in water, then the solution was adjusted to pH 9 with Na2CO3 (aq). The solutio... RXN SMILES: [Cl:1][C:2]1[CH:3]=[CH:4][CH:5]=[C:6]2[C:11]=1[CH:10]=[N:9][CH:8]=[CH:7]2.[Br:12]Br.Cl>[N+](C1C=CC=CC=1)([O-])=O.CCOCC>[Br:12][C:7]1[C:6]2[C:11](=[C:2]([Cl:1])[CH:3]=[CH:4][CH:5]=2)[CH:10]=[N:9][CH:8]=1. Starting materials: intermediate, CC(C)(OC(=O)N1CCN(CC1)C1=NC=CC=C1NC(CC)(C)C)C (1-[1,1-dimethylethoxycarbonyl]-4-[3-(1,1-dimethylpropylamino)-2-pyridinyl]piperazine), FC(C(=O)O)(F)F (trifluoroacetic acid), [OH-].[Na+] (sodium hydroxide), [N+](=O)([O-])C=1C=C2C=C(NC2=CC1)C(=O)O (5-nitroindole-2-carboxylic acid), C(=O)(N1C=NC=C1)N1C=NC=C1 (1,1'-carbonyldiimidazole). Run in O1CCCC1 (tetrahydrofuran), C(Cl)Cl (methylene chloride), O (water), O1CCCC1 (tetrahydrofuran). Reaction conditions: time 15 hour. Yields the product [N+](=O)([O-])C=1C=C2C=C(NC2=CC1)C(=O)N1CCN(CC1)C1=NC=CC=C1NC(CC)(C)C (1-[5-Nitroindole-2-carbonyl]-4-[3-(1,1-dimethylpropylamino)-2-pyridinyl]piperazine). As a reaction SMILES: CC(C)(O[C:5]([N:7]1[CH2:12][CH2:11][N:10]([C:13]2[C:18]([NH:19][C:20]([CH3:24])([CH3:23])[CH2:21][CH3:22])=[CH:17][CH:16]=[CH:15][N:14]=2)[CH2:9][CH2:8]1)=[O:6])C.FC(F)(F)C(O)=O.[OH-].[Na+].[N+:35]([C:38]1[CH:39]=[C:40]2[C:44](=[CH:45][CH:46]=1)[NH:43][C:42](C(O)=O)=[CH:41]2)([O-:37])=[O:36].C(N1C=CN=C1)(N1C=CN=C1)=O>C(Cl)Cl.O.O1CCCC1>[N+:35]([C:38]1[CH:39]=[C:40]2[C:44](=[CH:45][CH:46]=1)[NH:43][C:42]([C:5]([N:7]1[CH2:8][CH2:9][N:10]([C:13]3[C:18]([NH:19][C:20]([CH3:24])([CH3:23])[CH2:21][CH3:22])=[CH:17][CH:16]=[CH:15][N:14]=3)[CH2:11][CH2:12]1)=[O:6])=[CH:41]2)([O-:37])=[O:36] |f:2.3|. Procedure details: To a solution of 1-[1,1-dimethylethoxycarbonyl]-4-[3-(1,1-dimethylpropylamino)-2-pyridinyl]piperazine (PREPARATION 66, 4.99 g) in methylene chloride (75 ml) under nitrogen at 0° is added trifluoroacetic acid (14.3 ml) over 1 min. The resulting mixture is warmed to 20°-25°, stirred for 15 hrs, and then added to a solution of sodium hydroxide (7.44 g) in water (175 ml) at 0°. The layers are separated, the aqueous phase is extracted with methylene chloride (3×70ml), and the combined organic layer i...